This data is from the Open Reaction Database (ORD), a public repository of structured organic reaction records. The task is: describe an organic reaction: reactants, conditions, products, and yield The reactants are anhydride, BrC(C(=O)O)CCCC (2-bromohexanoic acid), CN1CCNCC1 (1-methylpiperazine). Product: BrC(C(=O)N1CCN(CC1)C)CCCC (1-(2-Bromohexanoyl)-4-methylpiperazine). Reaction SMILES: [Br:1][CH:2]([CH2:6][CH2:7][CH2:8][CH3:9])[C:3]([OH:5])=O.[CH3:10][N:11]1[CH2:16][CH2:15][NH:14][CH2:13][CH2:12]1>>[Br:1][CH:2]([CH2:6][CH2:7][CH2:8][CH3:9])[C:3]([N:14]1[CH2:15][CH2:16][N:11]([CH3:10])[CH2:12][CH2:13]1)=[O:5]. Procedure details: Using the mixed anhydride procedure of Example 6F, 2-bromohexanoic acid was coupled to 1-methylpiperazine to provide the desired compound.